This data is from the Open Reaction Database (ORD), a public repository of structured organic reaction records. The task is: describe an organic reaction: reactants, conditions, products, and yield Reactants: CC(=O)C(=O)OCc1ccccc1, Nc1ccc(Cl)c(Cl)c1. Product: CC(Nc1ccc(Cl)c(Cl)c1)C(=O)OCc1ccccc1. As a reaction SMILES: [C:10]([C:11](=[O:12])[CH3:13])(=[O:14])[O:15][CH2:16][c:17]1[cH:18][cH:19][cH:20][cH:21][cH:22]1.[NH2:1][c:2]1[cH:3][cH:4][c:5]([Cl:6])[c:7]([Cl:8])[cH:9]1>>[NH:1]([c:2]1[cH:3][cH:4][c:5]([Cl:6])[c:7]([Cl:8])[cH:9]1)[CH:11]([C:10](=[O:14])[O:15][CH2:16][c:17]1[cH:18][cH:19][cH:20][cH:21][cH:22]1)[CH3:13]. The reactants are CCc1nc(C)c(C=O)[nH]1, Cc1cnc2nc(C=O)nn2c1, N#CC1(c2ccc(CCC3(C4CCCC4)CC(=O)CC(=O)O3)cc2F)CCCC1, CC(C)(C#N)c1ccc(CCC2(C3CCCC3)CC(O)=CC(=O)O2)cc1F. Product: Cc1cnc2nc(CC3=C(O)CC(CCc4ccc(C5(C#N)CCCC5)c(F)c4)(C4CCCC4)OC3=O)nn2c1. RXN SMILES: [CH2:13]([c:14]1[nH:15][c:16]([CH:17]=[O:18])[c:19]([CH3:20])[n:21]1)[CH3:22].[CH3:1][c:2]1[cH:3][n:4][c:5]2[n:6]([cH:7]1)[n:8][c:9]([CH:11]=[O:12])[n:10]2.[CH:23]1([C:28]2([CH2:36][CH2:37][c:38]3[cH:39][c:40]([F:51])[c:41]([C:44]4([C:49]#[N:50])[CH2:45][CH2:46][CH2:47][CH2:48]4)[cH:42][cH:43]3)[O:29][C:30](=[O:35])[CH2:31][C:32](=[O:34])[CH2:33]2)[CH2:24][CH2:25][CH2:26][CH2:27]1.[CH:52]1([C:53]2([CH2:54][CH2:55][c:56]3[cH:57][cH:58][c:59]([C:60]([CH3:61])([CH3:62])[C:63]#[N:64])[c:65]([F:66])[cH:67]3)[CH2:68][C:69]([OH:70])=[CH:71][C:72](=[O:73])[O:74]2)[CH2:75][CH2:76][CH2:77][CH2:78]1>>[CH3:1][c:2]1[cH:3][n:4][c:5]2[n:6]([cH:7]1)[n:8][c:9]([CH2:11][C:31]1=[C:32]([OH:34])[CH2:33][C:28]([CH:23]3[CH2:24][CH2:25][CH2:26][CH2:27]3)([CH2:36][CH2:37][c:38]3[cH:39][c:40]([F:51])[c:41]([C:44]4([C:49]#[N:50])[CH2:45][CH2:46][CH2:47][CH2:48]4)[cH:42][cH:43]3)[O:29][C:30]1=[O:35])[n:10]2. Reactants: [Mn](=O)(=O)(=O)[O-].[K+] (potassium permanganate), C(C1=CC=CC=C1)(=O)OC1=C(C=CC(=C1)C=O)OC (2-methoxy-5-formylphenyl benzoate). Run in CC(=O)C (acetone). Conditions: time 3 hour. The product is C(C1=CC=CC=C1)(=O)OC=1C=C(C(=O)O)C=CC1OC (3-benzoyloxy-4-methoxy-benzoic acid). RXN SMILES: [Mn]([O-])(=O)(=O)=[O:2].[K+].[C:7]([O:15][C:16]1[CH:21]=[C:20]([CH:22]=[O:23])[CH:19]=[CH:18][C:17]=1[O:24][CH3:25])(=[O:14])[C:8]1[CH:13]=[CH:12][CH:11]=[CH:10][CH:9]=1>CC(C)=O>[C:7]([O:15][C:16]1[CH:21]=[C:20]([CH:19]=[CH:18][C:17]=1[O:24][CH3:25])[C:22]([OH:2])=[O:23])(=[O:14])[C:8]1[CH:9]=[CH:10][CH:11]=[CH:12][CH:13]=1 |f:0.1|. Procedure: A stirred solution of potassium permanganate (28 g) in acetone (200 mL) is treated with 2-methoxy-5-formylphenyl benzoate (35.2 g; that is prepared as described in Reference Example 8), and the resulting vigorously reacting mixture is cooled in an ice bath. It is then stirred at room temperature for 3 hours. The mixture is then concentrated and the residue is treated with saturated aqueous sodium metabisulfite solution (300 mL). The resulting white solid is filtered off, washed well with water (... Reactants: C(C1=CC=CC=C1)SC=1NC(=C(C(N1)C1=C(C=C(C=C1)Cl)Cl)C(=O)OC)C (methyl 2-(benzylthio)-4-(2,4-dichlorophenyl)-6-methyl-1,4-dihydropyrimidine-5-carboxylate), C(#N)C1=C(C(=O)C(=C(C1=O)Cl)Cl)C#N (DDQ). The solvent is C(Cl)Cl (CH2Cl2), C1CCCCC1.CCOC(=O)C (cyclohexane EtOAc). Reaction conditions: time 1 hour. The product is C(C1=CC=CC=C1)SC1=NC(=C(C(=N1)C1=C(C=C(C=C1)Cl)Cl)C(=O)OC)C (methyl 2-(benzylthio)-4-(2,4-dichlorophenyl)-6-methylpyrimidine-5-carboxylate). Reaction SMILES: [CH2:1]([S:8][C:9]1[NH:10][C:11]([CH3:27])=[C:12]([C:23]([O:25][CH3:26])=[O:24])[CH:13]([C:15]2[CH:20]=[CH:19][C:18]([Cl:21])=[CH:17][C:16]=2[Cl:22])[N:14]=1)[C:2]1[CH:7]=[CH:6][CH:5]=[CH:4][CH:3]=1.C(C1C(=O)C(Cl)=C(Cl)C(=O)C=1C#N)#N>C(Cl)Cl.C1CCCCC1.CCOC(C)=O>[CH2:1]([S:8][C:9]1[N:14]=[C:13]([C:15]2[CH:20]=[CH:19][C:18]([Cl:21])=[CH:17][C:16]=2[Cl:22])[C:12]([C:23]([O:25][CH3:26])=[O:24])=[C:11]([CH3:27])[N:10]=1)[C:2]1[CH:7]=[CH:6][CH:5]=[CH:4][CH:3]=1 |f:3.4|. Procedure details: The crude methyl 2-(benzylthio)-4-(2,4-dichlorophenyl)-6-methyl-1,4-dihydropyrimidine-5-carboxylate (0.22 mmol) from Step 1 was dissolved in CH2Cl2 (2 mL) and DDQ (50 mg, 0.22 mmol) was added. After 1 hr, The reaction was diluted with cyclohexane/EtOAc solution (4:1, 10 mL) and the organic layer was extracted with saturated NaHCO3 solution (2×6 mL), brine (5 mL). The organic layer dried (MgSO4), filtered and concentrated under reduced pressure to give methyl 2-(benzylthio)-4-(2,4-dichlorophenyl)... Starting materials: CON(C(=O)C=1SC(=C2C1CCC(C2)(C)C)I)C (3-Iodo-5,5-dimethyl-4,5,6,7-tetrahydro-benzo[c]thiophene-1-carboxylic acid methoxy-methyl-amide), [F-].[K+] (KF), water ice, ClC(C(=O)OC)(F)F (methyl chlorodifluoroacetate). The reagents and catalysts are [Cu]I (CuI). Solvent: CN(C)C=O (DMF). Run at temperature 134 celsius. The product is CON(C(=O)C=1SC(=C2C1CCC(C2)(C)C)C(F)(F)F)C (5,5-dimethyl-3-trifluoromethyl-4,5,6,7-tetrahydro-benzo[c]thiophene-1-carboxylic acid methoxy-methyl-amide). Isolated yield 92.7%. As a reaction SMILES: [CH3:1][O:2][N:3]([CH3:18])[C:4]([C:6]1[S:7][C:8](I)=[C:9]2[CH2:14][C:13]([CH3:16])([CH3:15])[CH2:12][CH2:11][C:10]=12)=[O:5].[F-:19].[K+].Cl[C:22]([F:28])([F:27])C(OC)=O>CN(C=O)C.[Cu]I>[CH3:1][O:2][N:3]([CH3:18])[C:4]([C:6]1[S:7][C:8]([C:22]([F:28])([F:19])[F:27])=[C:9]2[CH2:14][C:13]([CH3:16])([CH3:15])[CH2:12][CH2:11][C:10]=12)=[O:5] |f:1.2|. Reported procedure: 3-Iodo-5,5-dimethyl-4,5,6,7-tetrahydro-benzo[c]thiophene-1-carboxylic acid methoxy-methyl-amide (18 g, 47 mmol), CuI (14.5 g, 76 mmol) and KF (4.4 g, 76 mmol) are dissolved in DMF (80 mL). The solution is heated to 134° C. and methyl chlorodifluoroacetate (16.26 g, 113 mmol) is added via syringe pump over a period of 4 h. Gas evolution is observed. Upon complete addition, the mixture is cooled and poured into water/ice. The precipitate that forms is collected, suspended in DCM (600 mL), and filt... Starting materials: ice water, N1C(=NCC1)C1CCCC2=CC(=C(C=C12)OC)C (1-(2-Imidazolin-2-Yl)-7-Methoxy-6-Methyl-1,2,3,4-Tetrahydronaphthalene), N#CBr (cyanogen bromide), C(C)(C)N(C(C)C)CC (N,N-diisopropylethylamine), stock solution. Run in C(Cl)Cl (methylene chloride), C(Cl)Cl (methylene chloride). Reaction conditions: time 18 hour. Yields the product COC1=C(C=C2CCCC(C2=C1)C=1N(CCN1)C#N)C (2-(7-Methoxy-6-Methyl-1,2,3,4-Tetrahydronaphthyl)-2-Imidazolinecarbonitrile). The yield is 88.2%. Reaction SMILES: [NH:1]1[CH2:5][CH2:4][N:3]=[C:2]1[CH:6]1[C:15]2[C:10](=[CH:11][C:12]([CH3:18])=[C:13]([O:16][CH3:17])[CH:14]=2)[CH2:9][CH2:8][CH2:7]1.[CH:19]([N:22](CC)C(C)C)(C)C.N#CBr>C(Cl)Cl>[CH3:17][O:16][C:13]1[CH:14]=[C:15]2[C:10]([CH2:9][CH2:8][CH2:7][CH:6]2[C:2]2[N:3]([C:19]#[N:22])[CH2:4][CH2:5][N:1]=2)=[CH:11][C:12]=1[CH3:18]. Procedure: In a 9.5 dram screw cap vial was placed 0.20 gram (0.0008 mole) of Compound 50 (prepared as set forth in Example 2), 0.11 gram (0.0008 mole) of N,N-diisopropylethylamine, and 25 mL of methylene chloride; followed by 2.4 mL (0.0008 mole) of a stock solution of 1 mL of cyanogen bromide in 30 mL of methylene chloride. The reaction mixture was then gently shaken during an 18 hour period using a mechanical shaker. After this time the reaction mixture was poured into ice water in a separatory funnel, ...